Dataset: the Open Reaction Database (ORD), a public repository of structured organic reaction records. Task: describe an organic reaction: reactants, conditions, products, and yield Reactants: CCN(C(C)C)C(C)C, CCOC(C)=O, Cc1ccccc1, Clc1cc(Cl)ncn1, CCCCN(CC)c1ccc(C(F)(F)F)cc1CNCc1cc(C(F)(F)F)cc(C(F)(F)F)c1, O. Product: CCCCN(CC)c1ccc(C(F)(F)F)cc1CN(Cc1cc(C(F)(F)F)cc(C(F)(F)F)c1)c1cc(Cl)ncn1. RXN SMILES: [CH2:43]([N:44]([CH:45]([CH3:46])[CH3:47])[CH:48]([CH3:49])[CH3:50])[CH3:51].[CH3:52][CH2:53][O:54][C:55](=[O:56])[CH3:57].[CH3:58][c:59]1[cH:60][cH:61][cH:62][cH:63][cH:64]1.[Cl:35][c:36]1[n:37][cH:38][n:39][c:40]([Cl:42])[cH:41]1.[F:1][C:2]([c:3]1[cH:4][c:5]([CH2:6][NH:7][CH2:8][c:9]2[c:10]([N:19]([CH2:20][CH3:21])[CH2:22][CH2:23][CH2:24][CH3:25])[cH:11][cH:12][c:13]([C:15]([F:16])([F:17])[F:18])[cH:14]2)[cH:26][c:27]([C:29]([F:30])([F:31])[F:32])[cH:28]1)([F:33])[F:34].[OH2:65]>>[F:1][C:2]([c:3]1[cH:4][c:5]([CH2:6][N:7]([CH2:8][c:9]2[c:10]([N:19]([CH2:20][CH3:21])[CH2:22][CH2:23][CH2:24][CH3:25])[cH:11][cH:12][c:13]([C:15]([F:16])([F:17])[F:18])[cH:14]2)[c:40]2[n:39][cH:38][n:37][c:36]([Cl:35])[cH:41]2)[cH:26][c:27]([C:29]([F:30])([F:31])[F:32])[cH:28]1)([F:33])[F:34]. Reactants: N([C@@H](CC1=CC=C(C=C1)O)C(=O)N[C@H](C)C(=O)NCC(=O)O)C(=O)OC(C)(C)C (Boc-Tyr-(D)Ala-Gly-OH), CN1CCOCC1 (N-methyl-morpholine), C(C)OC(=O)Cl (chloroformic acid ethyl ester), N[C@@H](CC1=CC=CC=C1)C(=O)O.FC(C(=O)O)(F)F.N[C@@H](CCSC)CO (H-Phe methioninol trifluoroacetate), CN1CCOCC1 (N-methylmorpholine). Run in O1CCCC1 (tetrahydrofuran), CN(C)C=O (DMF). Run at time 5 minute. Yields the product N([C@@H](CC1=CC=C(C=C1)O)C(=O)N[C@H](C)C(=O)NCC(=O)N[C@@H](CC1=CC=CC=C1)C(=O)O)C(=O)OC(C)(C)C.N[C@@H](CCSC)CO (Boc-Tyr-(D)Ala-Gly-Phe methioninol). Reaction SMILES: [NH:1]([C:23]([O:25][C:26]([CH3:29])([CH3:28])[CH3:27])=[O:24])[C@H:2]([C:11]([NH:13][C@@H:14]([C:16]([NH:18][CH2:19][C:20](O)=[O:21])=[O:17])[CH3:15])=[O:12])[CH2:3][C:4]1[CH:9]=[CH:8][C:7]([OH:10])=[CH:6][CH:5]=1.CN1CCOCC1.C(OC(Cl)=O)C.[NH2:43][C@H:44]([C:52]([OH:54])=[O:53])[CH2:45][C:46]1[CH:51]=[CH:50][CH:49]=[CH:48][CH:47]=1.FC(F)(F)C(O)=O.[NH2:62][C@H:63]([CH2:68][OH:69])[CH2:64][CH2:65][S:66][CH3:67]>O1CCCC1.CN(C=O)C>[NH:1]([C:23]([O:25][C:26]([CH3:27])([CH3:29])[CH3:28])=[O:24])[C@H:2]([C:11]([NH:13][C@@H:14]([C:16]([NH:18][CH2:19][C:20]([NH:43][C@H:44]([C:52]([OH:54])=[O:53])[CH2:45][C:46]1[CH:51]=[CH:50][CH:49]=[CH:48][CH:47]=1)=[O:21])=[O:17])[CH3:15])=[O:12])[CH2:3][C:4]1[CH:9]=[CH:8][C:7]([OH:10])=[CH:6][CH:5]=1.[NH2:62][C@H:63]([CH2:68][OH:69])[CH2:64][CH2:65][S:66][CH3:67] |f:3.4.5,8.9|. Reported procedure: 4.1 g of Boc-Tyr-(D)Ala-Gly-OH and 1.1 ml of N-methyl-morpholine are dissolved in 50 ml of absolute tetrahydrofuran and 1.0 ml of chloroformic acid ethyl ester added dropwise at -15°. After 5 minutes, a solution of 4.0 g of H-Phe-methioninol trifluoroacetate and 1.2 ml of N-methylmorpholine in 50 ml of DMF is added. After 1 hour's stirring at 0°, the reaction mixture is evaporated and the residue taken up in acetic acid. The solution is repeatedly washed with 10% phosphoric acid and 1 N sodium b... Starting materials: [H-].[Na+] (sodium hydride), BrCC(=O)OCC (ethyl bromoacetate), S1C=C(C=C1)CO (3-thiophenemethanol). The solvent is CN(C=O)C (dimethylformamide). Conditions: time 15 hour. Yields the product S1C=C(C=C1)COCC(=O)OCC (ethyl 3-thienylmethoxyacetate). RXN SMILES: [S:1]1[CH:5]=[CH:4][C:3]([CH2:6][OH:7])=[CH:2]1.[H-].[Na+].Br[CH2:11][C:12]([O:14][CH2:15][CH3:16])=[O:13]>CN(C)C=O>[S:1]1[CH:5]=[CH:4][C:3]([CH2:6][O:7][CH2:11][C:12]([O:14][CH2:15][CH3:16])=[O:13])=[CH:2]1 |f:1.2|. Procedure: 1.0 g of 3-thiophenemethanol was dissolved in 6 ml of dimethylformamide, and under ice cooling, 0.36 g of 60% oily sodium hydride and 1 ml of ethyl bromoacetate were added. The mixture was stirred at room temperature for 15 hours, and then worked up in a customary manner. The product was purified by silica gel column chromatography [hexane / ethyl acetate=6/1] to give 0.9 g of ethyl 3-thienylmethoxyacetate as a colorless oil.